describe an organic reaction: reactants, conditions, products, and yield From a dataset of the Open Reaction Database (ORD), a public repository of structured organic reaction records. Starting materials: C1(=CC=CC=C1)C1=CC2=C(N=C(S2)CC2=NN=C(O2)C[C@@H](C(=O)OCC2=CC=CC=C2)NS(N)(=O)=O)C=C1 ((S)-Benzyl 3-(5-((6-phenylbenzo[d]thiazol-2-yl)methyl)-1,3,4-oxadiazol-2-yl)-2-(sulfamoylamino)propanoate), C[O-].[Na+] (NaOMe), Cl (HCl). Run in CO (MeOH), C1CCOC1 (THF). Conditions: time 0.5 hour. Yields the product C1(=CC=CC=C1)C1=CC2=C(N=C(S2)CC2=NN=C(O2)C[C@H]2C(NS(N2)(=O)=O)=O)C=C1 ((S)-4-((5-((6-Phenylbenzo[d]thiazol-2-yl)methyl)-1,3,4-oxadiazol-2-yl)methyl)-1,2,5-thiadiazolidin-3-one 1,1-dioxide). Isolated yield 48.1%. Reaction SMILES: [C:1]1([C:7]2[CH:38]=[CH:37][C:10]3[N:11]=[C:12]([CH2:14][C:15]4[O:19][C:18]([CH2:20][C@H:21]([NH:32][S:33](=[O:36])(=[O:35])[NH2:34])[C:22]([O:24]CC5C=CC=CC=5)=O)=[N:17][N:16]=4)[S:13][C:9]=3[CH:8]=2)[CH:6]=[CH:5][CH:4]=[CH:3][CH:2]=1.C[O-].[Na+].Cl>CO.C1COCC1>[C:1]1([C:7]2[CH:38]=[CH:37][C:10]3[N:11]=[C:12]([CH2:14][C:15]4[O:19][C:18]([CH2:20][C@@H:21]5[NH:32][S:33](=[O:35])(=[O:36])[NH:34][C:22]5=[O:24])=[N:17][N:16]=4)[S:13][C:9]=3[CH:8]=2)[CH:2]=[CH:3][CH:4]=[CH:5][CH:6]=1 |f:1.2|. Procedure: To a solution of Compound 45b (130 mg, 0.24 mmol) in MeOH (3 mL) and THF (3 mL) at 0° C. was added a solution of NaOMe (1.0 M in MeOH, 0.11 mL, 0.48 mmol) and the reaction mixture was stirred for 0.5 h. The reaction mixture was added dropwise to 1 N HCl (5 mL) at 0° C. The solution was extracted with DCM (3×) then the combined extracts dried (Na2SO4), filtered and concentrated under reduced pressure. The residue was purified by silica gel chromatography eluting with 0 to 20% MeOH/DCM to give Com... Reactants: N(=NC(=O)OCC)C(=O)OCC (diethyl azodicarboxylate), ClC1=CC=NC2=CC(=C(C=C12)C#N)O (4-chloro-6-cyano-7-hydroxyquinoline), C1(=CC=CC=C1)P(C1=CC=CC=C1)C1=CC=CC=C1 (triphenylphosphine), C1(=CC=CC=C1)P(C1=CC=CC=C1)C1=CC=CC=C1 (triphenylphosphine), N1(N=NC=C1)CCO (2-(1,2,3-triazol-1-yl)-ethan-1-ol), N(=NC(=O)OCC)C(=O)OCC (diethyl azodicarboxylate). Run in C(Cl)Cl (methylene chloride), C(Cl)Cl (methylene chloride). Run at time 10 minute. Yields the product ClC1=CC=NC2=CC(=C(C=C12)C#N)OCCN1N=NC=C1 (4-chloro-6-cyano-7-(2-(1,2,3-triazol-1-yl)ethoxy)quinoline). Yield: 32.0%. Reaction SMILES: N(C(OCC)=O)=NC(OCC)=O.[Cl:13][C:14]1[C:23]2[C:18](=[CH:19][C:20]([OH:26])=[C:21]([C:24]#[N:25])[CH:22]=2)[N:17]=[CH:16][CH:15]=1.[N:27]1([CH2:32][CH2:33]O)[CH:31]=[CH:30][N:29]=[N:28]1.C1(P(C2C=CC=CC=2)C2C=CC=CC=2)C=CC=CC=1>C(Cl)Cl>[Cl:13][C:14]1[C:23]2[C:18](=[CH:19][C:20]([O:26][CH2:33][CH2:32][N:27]3[CH:31]=[CH:30][N:29]=[N:28]3)=[C:21]([C:24]#[N:25])[CH:22]=2)[N:17]=[CH:16][CH:15]=1. Procedure details: A solution of diethyl azodicarboxylate (1.15 ml, 7.3 mmol) in methylene chloride (2 ml) was added in portions to a suspension of 4-chloro-6-cyano-7-hydroxyquinoline (1 g, 4.9 mmol), (prepared as described for the starting material in Example 1), 2-(1,2,3-triazol-1-yl)-ethan-1-ol (663 mg, 5.9 mmol), (J. Antib. 1993, 46, 177), and triphenylphosphine (1.92 g, 7.3 mmol) in methylene chloride (150 ml). After stirring for 10 minutes at ambient temperature, triphenylphosphine (256 mg, 0.98 mmol) was ad... Starting materials: C([O-])(O)=O.[Na+] (sodium bicarbonate), N1CCOCC1 (Morpholine), CC1(C)CO1 (isobutylene oxide), BrC=1C=CC(=NC1)C1(CCNCC1)C#N (4-(5-bromopyridin-2-yl)piperidine-4-carbonitrile). Solvent: O (water). Conditions: temperature 100 celsius, time 4.5 hour. The product is BrC=1C=CC(=NC1)C1(CCN(CC1)CC(C)(C)O)C#N (4-(5-bromopyridin-2-yl)-1-(2-hydroxy-2-methylpropyl)piperidine-4-carbonitrile). Yield: 91.4%. Reaction SMILES: N1CCOCC1.[CH3:7][C:8]1([O:11][CH2:10]1)[CH3:9].[Br:12][C:13]1[CH:14]=[CH:15][C:16]([C:19]2([C:25]#[N:26])[CH2:24][CH2:23][NH:22][CH2:21][CH2:20]2)=[N:17][CH:18]=1.C(=O)(O)[O-].[Na+]>O>[Br:12][C:13]1[CH:14]=[CH:15][C:16]([C:19]2([C:25]#[N:26])[CH2:20][CH2:21][N:22]([CH2:10][C:8]([OH:11])([CH3:9])[CH3:7])[CH2:23][CH2:24]2)=[N:17][CH:18]=1 |f:3.4|. Procedure details: Morpholine (catalytic amount) and isobutylene oxide (2.84 g) were added to 4-(5-bromopyridin-2-yl)piperidine-4-carbonitrile (3.4 g) of Reference Example 88(2) and water (35 ml), and the mixture was stirred at 100° C. for 4.5 hours. A saturated aqueous solution of sodium bicarbonate was added to the reaction solution and extracted with ethyl acetate. The organic layer was washed with saturated brine dried over anhydrous sodium sulfate and concentrated in vacuo. Water was added to the residue and ... Reactants: C(C1=CC=CC=C1)(=O)C=1C=C(C(=O)O)C=CC1 (3-benzoylbenzoic acid), N[C@H](CO)CC1=CC=CC=C1 ((S)-2-amino-3-phenyl-1-propanol). Yields the product C(C1=CC=CC=C1)(=O)C=1C=C(C(=O)N[C@H](CO)CC2=CC=CC=C2)C=CC1 ((S)-3-Benzoyl-N-(3-phenylpropan-1-ol-2-yl)benzamide). Yield: 79.0%. As a reaction SMILES: [C:1]([C:9]1[CH:10]=[C:11]([CH:15]=[CH:16][CH:17]=1)[C:12]([OH:14])=O)(=[O:8])[C:2]1[CH:7]=[CH:6][CH:5]=[CH:4][CH:3]=1.[NH2:18][C@@H:19]([CH2:22][C:23]1[CH:28]=[CH:27][CH:26]=[CH:25][CH:24]=1)[CH2:20][OH:21]>>[C:1]([C:9]1[CH:10]=[C:11]([CH:15]=[CH:16][CH:17]=1)[C:12]([NH:18][C@@H:19]([CH2:22][C:23]1[CH:28]=[CH:27][CH:26]=[CH:25][CH:24]=1)[CH2:20][OH:21])=[O:14])(=[O:8])[C:2]1[CH:3]=[CH:4][CH:5]=[CH:6][CH:7]=1. Reported procedure: 2 g (8.8 mmol) of 3-benzoylbenzoic acid were reacted with (S)-2-amino-3-phenyl-1-propanol by the method of procedure 3c. 2.5 g (79%) of the product were obtained. Reactants: CSC1=C(C=NO)C=CC=C1 (2-(methylthio)benzaldehyde oxime), S(=O)(Cl)Cl (thionyl chloride). Run in ClC1=CC=CC=C1 (monochlorobenzene). Product: S1N=CC2=C1C=CC=C2 (1,2-benzisothiazole). The yield is 96.9%. As a reaction SMILES: C[S:2][C:3]1[CH:11]=[CH:10][CH:9]=[CH:8][C:4]=1[CH:5]=[N:6]O.S(Cl)(Cl)=O>ClC1C=CC=CC=1>[S:2]1[C:3]2[CH:11]=[CH:10][CH:9]=[CH:8][C:4]=2[CH:5]=[N:6]1. Procedure details: In a 300 ml four-necked flask equipped with a stirrer, a thermometer, and a condenser, 100 g of monochlorobenzene was placed in advance, to which 33.4 g (0.2 mol) of 2-(methylthio)benzaldehyde oxime was added under nitrogen atmosphere. 25.2 g (0.21 mol) Of thionyl chloride was added dropwise thereto while stirring at a temperature of from -10° to -15° C. and allowed to react for 1 hour at the same temperature. After the termination of the reaction, the reaction mixture was heated to room tempera...